Dataset: the Open Reaction Database (ORD), a public repository of structured organic reaction records. Task: describe an organic reaction: reactants, conditions, products, and yield The reactants are C1=CC(=CC=C1O)C (para-cresol), CSSC (Methyldisulfide). Solvent: C1(=CC=CC=C1)C (toluene). Reaction conditions: temperature 160 celsius. Product: CC1=CC(=C(C=C1)O)SC (4-methyl-2-(methylthio)-phenol). Isolated yield 49.1%. As a reaction SMILES: [CH:1]1[C:6]([OH:7])=[CH:5][CH:4]=[C:3]([CH3:8])[CH:2]=1.[CH3:9][S:10]SC>C1(C)C=CC=CC=1>[CH3:8][C:3]1[CH:4]=[CH:5][C:6]([OH:7])=[C:1]([S:10][CH3:9])[CH:2]=1. Procedure details: A mixture of para-cresol (65 grams, 0.60 moles) and toluene (20 ml) was distilled until the mixture was free of toluene. Aluminum turnings (1.1 grams, 0.04 gram atoms) were then added to the dried para-cresol and this mixture was heated at 150°-160° C. until cessation of hydrogen evolution. Methyldisulfide (36 ml. 0.4 moles) was added and the mixture heated at reflux (about 160° C.) overnight. The mixture was refluxed for another additional 4 hours and was then flashed under a vacuum. The flashe... The reactants are N1C=CC2=NC=CC=C21 (pyrrolo[3,2-b]pyridine), CC(C)([O-])C.[K+] (potassium tert-butoxide), NCl (NH2Cl). Solvent: CCOCC (ether), CN(C)C=O (DMF). Run at time 3 hour. The product is N1(C=CC2=NC=CC=C21)N (pyrrolo[3,2-b]pyridin-1-ylamine). Isolated yield 62.0%. RXN SMILES: [NH:1]1[C:9]2[C:4](=[N:5][CH:6]=[CH:7][CH:8]=2)[CH:3]=[CH:2]1.CC(C)([O-])C.[K+].[NH2:16]Cl>CN(C=O)C.CCOCC>[N:1]1([NH2:16])[C:9]2[C:4](=[N:5][CH:6]=[CH:7][CH:8]=2)[CH:3]=[CH:2]1 |f:1.2|. Reported procedure: A solution of pyrrolo[3,2-b]pyridine (1.64 mmol) and potassium tert-butoxide (3.29 mmol) in DMF (7.3 mL) is stirred at rt under N2 for 2 h. 0.15 M NH2Cl. in ether (16.3 mL) is added drop-wise at rt and the reaction mixture is stirred at rt for 3 h. The reaction mixture is quenched with 5% Na2S2O3 aqueous solution (10 mL), and extracted with ether. The combined organic layer is washed with brine, dried (Na2SO4), filtered and concentrated in vacuo. The residue is purified by silica gel chromatogra... Starting materials: N[C@H](CNC=1SC(=C(N1)C)C(=O)OCC)C ((S)-ethyl 2-(2-aminopropylamino)-4-methylthiazole-5-carboxylate), NC[C@@H](C)NC=1SC(=C(N1)C)C(=O)OCC ((R)-ethyl 2-(1-aminopropan-2-ylamino)-4-methylthiazole-5-carboxylate). Yields the product CC=1N=C(SC1C(=O)OCC)N1C(NC[C@H]1C)=O ((R)-ethyl 4-methyl-2-(5-methyl-2-oxoimidazolidin-1-yl)thiazole-5-carboxylate), solid. Isolated yield 86.0%. As a reaction SMILES: N[C@@H](C)CNC1SC([C:11](OCC)=[O:12])=C(C)N=1.[NH2:17][CH2:18][C@H:19]([NH:21][C:22]1[S:23][C:24]([C:28]([O:30][CH2:31][CH3:32])=[O:29])=[C:25]([CH3:27])[N:26]=1)[CH3:20]>>[CH3:27][C:25]1[N:26]=[C:22]([N:21]2[C@H:19]([CH3:20])[CH2:18][NH:17][C:11]2=[O:12])[S:23][C:24]=1[C:28]([O:30][CH2:31][CH3:32])=[O:29]. Reported procedure: Following the procedure as described in Preparation 4, making variations as required to replace (S)-ethyl 2-(2-aminopropylamino)-4-methylthiazole-5-carboxylate with (R)-ethyl 2-(1-aminopropan-2-ylamino)-4-methylthiazole-5-carboxylate, the title compound was obtained as a colorless solid (86%): MS (ES+) m/z 269.7 (M+1). Starting materials: Cl (hydrochloric acid), CC1=NN(C2=NC(=C(C(=C21)C)CN2CCCCC2)O)CC (3,4-dimethyl-1-ethyl-5-(1-piperidinylmethyl)-1H-pyrazolo[3,4-b]pyridin-6-ol), Cl (hydrochloric acid). Run in CN(C=O)C (dimethylformamide). Product: Cl.CC1=NN(C2=NC(=C(C(=C21)C)CN2CCCCC2)O)CC (3,4-dimethyl-1-ethyl-5-(1-piperidinylmethyl)-1H-pyrazolo[3,4-b]pyridin-6-ol, hydrochloride). Isolated yield 88.0%. RXN SMILES: [ClH:1].[CH3:2][C:3]1[C:11]2[C:6](=[N:7][C:8]([OH:20])=[C:9]([CH2:13][N:14]3[CH2:19][CH2:18][CH2:17][CH2:16][CH2:15]3)[C:10]=2[CH3:12])[N:5]([CH2:21][CH3:22])[N:4]=1>CN(C)C=O>[ClH:1].[CH3:2][C:3]1[C:11]2[C:6](=[N:7][C:8]([OH:20])=[C:9]([CH2:13][N:14]3[CH2:19][CH2:18][CH2:17][CH2:16][CH2:15]3)[C:10]=2[CH3:12])[N:5]([CH2:21][CH3:22])[N:4]=1 |f:3.4|. Reported procedure: The hydrochloric acid salt is obtained by dissolving 18 g. of 3,4-dimethyl-1-ethyl-5-(1-piperidinylmethyl)-1H-pyrazolo[3,4-b]pyridin-6-ol in 250 ml. of hot dimethylformamide and adding 10 ml. of alcoholic hydrochloric acid (332 g. HCl/1). After cooling 17.8 g. (88%) of the hydrochloride (1:1) are obtained, m.p. 291°-294° (dec.). The hydrobromide is obtained by utilizing hydrobromic acid instead of hydrochloric acid. Reaction SMILES: [Br:32][CH2:33][CH:34]=[CH2:35].[C:26](=[O:27])([O-:28])[O-:29].[CH2:1]([CH3:2])[O:3][C:4](=[O:5])[C:6]1([NH:15][C:16]([c:17]2[c:18]([OH:24])[c:19]([Cl:23])[cH:20][cH:21][cH:22]2)=[O:25])[CH2:7][c:8]2[cH:9][cH:10][cH:11][cH:12][c:13]2[CH2:14]1.[Cs+:30].[Cs+:31].[O:36]=[CH:37][N:38]([CH3:39])[CH3:40]>>[CH2:1]([CH3:2])[O:3][C:4](=[O:5])[C:6]1([NH:15][C:16]([c:17]2[c:18]([O:24][CH2:35][CH:34]=[CH2:33])[c:19]([Cl:23])[cH:20][cH:21][cH:22]2)=[O:25])[CH2:7][c:8]2[cH:9][cH:10][cH:11][cH:12][c:13]2[CH2:14]1. The product is C=CCOc1c(Cl)cccc1C(=O)NC1(C(=O)OCC)Cc2ccccc2C1. Reactants: C=CCBr, O=C([O-])[O-], CCOC(=O)C1(NC(=O)c2cccc(Cl)c2O)Cc2ccccc2C1, [Cs+], [Cs+], CN(C)C=O. Reactants: [OH-].[Na+] (sodium hydroxide), FC1=CC=C(C=C1)CNC1=C(C=C(C=C1)CN1C=NC=C1)[N+](=O)[O-] (4-fluoro-N-[4-(1H-imidazol-1-yl-methyl)-2-nitrophenyl]benzenemethanamine), Cl (hydrochloric acid). The solvent is CO (methanol). Conditions: time 10 minute. Product: FC1=CC=C(C=C1)C1=NC2=C(N1O)C=C(C=C2)CN2C=NC=C2 (2-(4-fluorophenyl)-6-(1H-imidazol-1-ylmethyl)-1H-benzimidazol-1-ol). Yield: 91.0%. Reaction SMILES: [F:1][C:2]1[CH:7]=[CH:6][C:5]([CH2:8][NH:9][C:10]2[CH:15]=[CH:14][C:13]([CH2:16][N:17]3[CH:21]=[CH:20][N:19]=[CH:18]3)=[CH:12][C:11]=2[N+:22]([O-:24])=O)=[CH:4][CH:3]=1.[OH-].[Na+].Cl>CO>[F:1][C:2]1[CH:7]=[CH:6][C:5]([C:8]2[N:22]([OH:24])[C:11]3[CH:12]=[C:13]([CH2:16][N:17]4[CH:21]=[CH:20][N:19]=[CH:18]4)[CH:14]=[CH:15][C:10]=3[N:9]=2)=[CH:4][CH:3]=1 |f:1.2|. Procedure: To a stirred mixture of 5.1 parts of 4-fluoro-N-[4-(1H-imidazol-1-yl-methyl)-2-nitrophenyl]benzenemethanamine and 80 parts of methanol were added 3.6 parts of sodium hydroxide and stirring was continued first for 10 minutes at room temperature and then for 20 hours at reflux temperature. After cooling, the reaction mixture was neutralized with a hydrochloric acid solution 2N. The precipitated product was filtered off, washed successively with water, methylbenzene and 2,2'-oxybispropane and dried... The reactants are CCO, [Cl-], CC(F)(F)CCCCn1cc([N+](=O)[O-])cn1, [Fe], N#N, [NH4+], O. The product is CC(F)(F)CCCCn1cc(N)cn1. As a reaction SMILES: [CH3:21][CH2:22][OH:23].[Cl-:19].[F:3][C:4]([CH2:5][CH2:6][CH2:7][CH2:8][n:9]1[n:10][cH:11][c:12]([N+:14]([O-:15])=[O:16])[cH:13]1)([CH3:17])[F:18].[Fe:25].[N:1]#[N:2].[NH4+:20].[OH2:24]>>[F:3][C:4]([CH2:5][CH2:6][CH2:7][CH2:8][n:9]1[n:10][cH:11][c:12]([NH2:14])[cH:13]1)([CH3:17])[F:18]. Starting materials: CC1(O[C@H]2[C@H](O[C@H](C2O1)N3C=C(C(=NC3=O)N)F)CI)C (5'-deoxy-5'-iodo-2',3'-O-isopropylidene-5-fluorocytidine). Run in FC(C(=O)O)(F)F.O (trifluoroacetic acid water). Product: IC[C@@H]1[C@H]([C@H]([C@@H](O1)N1C(=O)N=C(N)C(=C1)F)O)O (5'-Deoxy-5'-Iodo-5-Fluorocytidine). As a reaction SMILES: CC1(C)[O:9][CH:8]2[C@H:4]([C@@H:5]([CH2:19][I:20])[O:6][C@H:7]2[N:10]2[C:15](=[O:16])[N:14]=[C:13]([NH2:17])[C:12]([F:18])=[CH:11]2)[O:3]1>FC(F)(F)C(O)=O.O>[I:20][CH2:19][C@H:5]1[O:6][C@@H:7]([N:10]2[CH:11]=[C:12]([F:18])[C:13]([NH2:17])=[N:14][C:15]2=[O:16])[C@H:8]([OH:9])[C@@H:4]1[OH:3] |f:1.2|. Procedure details: A solution of 5'-deoxy-5'-iodo-2',3'-O-isopropylidene-5-fluorocytidine (20 g) in trifluoroacetic acid/water (9:1, 100 ml) was stored at room temperature for 70 min. The solution was evaporated to dryness, co-evaporated with ethanol (2 × 200 ml) and dissolved in ethyl acetate (200 ml). Triethylamine was added to neutrality, and after storage overnight the crystals were collected and dried. Yield = 16.8 g (93%). The reactants are C(C(C)C)NCCC1=CNC2=CC=CC=C12 (N-isobutyl-tryptamine), COC(=O)CCCC(=O)Cl (4-methoxycarbonylbutyryl chloride). Yields the product C(C(C)C)N(CCC1=CNC2=CC=CC=C12)CCCCC(=O)OC (N-isobutyl-N-(4-methoxycarbonylbutyl)-tryptamine). The yield is 73.5%. RXN SMILES: [CH2:1]([NH:5][CH2:6][CH2:7][C:8]1[C:16]2[C:11](=[CH:12][CH:13]=[CH:14][CH:15]=2)[NH:10][CH:9]=1)[CH:2]([CH3:4])[CH3:3].[CH3:17][O:18][C:19]([CH2:21][CH2:22][CH2:23][C:24](Cl)=O)=[O:20]>>[CH2:1]([N:5]([CH2:24][CH2:23][CH2:22][CH2:21][C:19]([O:18][CH3:17])=[O:20])[CH2:6][CH2:7][C:8]1[C:16]2[C:11](=[CH:12][CH:13]=[CH:14][CH:15]=2)[NH:10][CH:9]=1)[CH:2]([CH3:4])[CH3:3]. Reported procedure: 10 g of N-isobutyl-tryptamine (i.e., 3-(2-isobutylaminoethyl)-indole) and 9.1 g of 4-methoxycarbonylbutyryl chloride were treated in the same manner as described in Example 1. 11.23 g of N-isobutyl-N-(4-methoxycarbonylbutyl)-tryptamine (i.e., 3-[2-(N-isobutyl-4-methoxycarbonylbutanamido)ethyl]-indole) were thereby obtained. Yield: 70.5%